Dataset: the Open Reaction Database (ORD), a public repository of structured organic reaction records. Task: describe an organic reaction: reactants, conditions, products, and yield The reactants are O1C(CCCC1)N1C=NC2=C1C=CC(=C2)C(CC)=NO (1-[1-(tetrahydro-pyran-2-yl)-1H-benzoimidazol-5-yl]-propan-1-one oxime). The reagents and catalysts are [Ni] (Ni). Run in C1CCOC1 (THF). Run at time 8 hour. The product is O1C(CCCC1)N1C=NC2=C1C=CC(=C2)C(CC)N (1-(1-tetrahydropyran-2-ylbenzimidazol-5-yl)propan-1-amine). Isolated yield 35.1%. Reaction SMILES: [O:1]1[CH2:6][CH2:5][CH2:4][CH2:3][CH:2]1[N:7]1[C:11]2[CH:12]=[CH:13][C:14]([C:16](=[N:19]O)[CH2:17][CH3:18])=[CH:15][C:10]=2[N:9]=[CH:8]1>C1COCC1.[Ni]>[O:1]1[CH2:6][CH2:5][CH2:4][CH2:3][CH:2]1[N:7]1[C:11]2[CH:12]=[CH:13][C:14]([CH:16]([NH2:19])[CH2:17][CH3:18])=[CH:15][C:10]=2[N:9]=[CH:8]1. Procedure details: To a solution of 172 (30 mg, 0.11 mmol) in THF (3 mL) was added Raney-Ni (50 mg) and the mixture was stirred at RT overnight, filtered and concentrated in vacuo. Purification by HPLC afforded 10 mg (35%) of 1-(1-tetrahydropyran-2-ylbenzimidazol-5-yl)propan-1-amine (174) as a colourless oil: 1H NMR (400 MHz, CDCl3): δ 7.98 (m, 1H), 7.64 (m, 1H), 7.40 (m, 1H), 7.14-7.36 (m, 1H), 5.40-5.45 (m, 1H), 4.06 (m, 1H), 3.85 (m, 1H), 3.70 (m, 1H), 2.02-2.10 (m, 3H), 1.62-1.72 (m, 8H), 0.77-0.84 (m, 3H); MS... Starting materials: C(C)(=O)N1CCN(CC1)C=1C=NC=CC1 (1-acetyl-4-pyridin-3-ylpiperazine), BrN1C(CCC1=O)=O (N-bromosuccinimide). The product is C(C)(=O)N1CCN(CC1)C=1C=NC(=CC1)Br (1-Acetyl-4-(6-bromopyridin-3-yl)piperazine). RXN SMILES: [C:1]([N:4]1[CH2:9][CH2:8][N:7]([C:10]2[CH:11]=[N:12][CH:13]=[CH:14][CH:15]=2)[CH2:6][CH2:5]1)(=[O:3])[CH3:2].[Br:16]N1C(=O)CCC1=O>>[C:1]([N:4]1[CH2:5][CH2:6][N:7]([C:10]2[CH:11]=[N:12][C:13]([Br:16])=[CH:14][CH:15]=2)[CH2:8][CH2:9]1)(=[O:3])[CH3:2]. Reported procedure: 1-Acetyl-4-(6-bromopyridin-3-yl)piperazine was synthesized from above-mentioned 1-acetyl-4-pyridin-3-ylpiperazine by brominating with N-bromosuccinimide by a method similar to Production Example 86, step 2, Starting materials: O=C([O-])[O-], [Cs+], [Cs+], FC(F)(F)CI, CN(C)C=O, O, c1ccc2nc(COc3ccc(-c4[nH]ncc4-c4ccncc4)cc3)ccc2c1. The product is FC(F)(F)Cn1cc(-c2ccncc2)c(-c2ccc(OCc3ccc4ccccc4n3)cc2)n1. Reaction SMILES: [C:36](=[O:37])([O-:38])[O-:39].[Cs+:40].[Cs+:41].[F:30][C:31]([CH2:32][I:33])([F:34])[F:35].[O:42]=[CH:43][N:44]([CH3:45])[CH3:46].[OH2:47].[n:1]1[cH:2][cH:3][c:4](-[c:7]2[c:8](-[c:12]3[cH:13][cH:14][c:15]([O:16][CH2:17][c:18]4[n:19][c:20]5[cH:21][cH:22][cH:23][cH:24][c:25]5[cH:26][cH:27]4)[cH:28][cH:29]3)[nH:9][n:10][cH:11]2)[cH:5][cH:6]1>>[n:1]1[cH:2][cH:3][c:4](-[c:7]2[c:8](-[c:12]3[cH:13][cH:14][c:15]([O:16][CH2:17][c:18]4[n:19][c:20]5[cH:21][cH:22][cH:23][cH:24][c:25]5[cH:26][cH:27]4)[cH:28][cH:29]3)[n:9][n:10]([CH2:32][C:31]([F:30])([F:34])[F:35])[cH:11]2)[cH:5][cH:6]1. The reactants are BrC1=C(CCC1)[Sn](C)(C)C ((2-Bromo-cyclopent-1-enyl)trimethyl stannane), C(C)OC(C1=CC(=CC=C1)I)=O (ethyl-3-iodobenzoate), C1(=CC=CC=C1)[As](C1=CC=CC=C1)C1=CC=CC=C1 (triphenylarsine), tris(dibenzylideneacetone)palladium (0). Solvent: CN(C=O)C (dimethylformamide). Product: C(C)OC(C1=CC(=CC=C1)C1=C(CCC1)Br)=O (3-(2-Bromo-cyclopent-1-enyl)benzoic acid ethyl ester). Yield: 31.0%. As a reaction SMILES: [Br:1][C:2]1[CH2:6][CH2:5][CH2:4][C:3]=1[Sn](C)(C)C.[CH2:11]([O:13][C:14](=[O:22])[C:15]1[CH:20]=[CH:19][CH:18]=[C:17](I)[CH:16]=1)[CH3:12].C1([As](C2C=CC=CC=2)C2C=CC=CC=2)C=CC=CC=1>CN(C)C=O>[CH2:11]([O:13][C:14](=[O:22])[C:15]1[CH:20]=[CH:19][CH:18]=[C:17]([C:3]2[CH2:4][CH2:5][CH2:6][C:2]=2[Br:1])[CH:16]=1)[CH3:12]. Reported procedure: (2-Bromo-cyclopent-1-enyl)trimethyl stannane (˜80% pure) (13.150 g, 43.7 mmol), ethyl-3-iodobenzoate (24.000 g, 87.4 mmol), triphenylarsine (4.000 g) and tris(dibenzylideneacetone)palladium (0) (1.500 g), were heated in dimethylformamide (20 mL) at 100° C., under nitrogen for 92 hours. The reaction mixture was then filtered through highflo, thoroughly washed with dichloromethane, reduced to an oil, and purified by chromatography with iso-hexane containing ether (2%–50%) to give the title compoun...